Task: describe an organic reaction: reactants, conditions, products, and yield. Dataset: the Open Reaction Database (ORD), a public repository of structured organic reaction records The reactants are COC([C@@H](NC(=O)C1=C(C=CC=C1C)Cl)CC1=CC=CC=C1)=O ([(2-chloro-6-methylphenyl)carbonyl]-L-phenylalanine methyl ester), OC=1C=C(C=CC1)CC(=O)O (2-(3-hydroxyphenyl)acetic acid). Yields the product CC=1C=C(C[C@H](N)C(=O)O)C=CC1 (3-methyl-L-phenylalanine), colorless glass. As a reaction SMILES: C[O:2][C:3](=[O:23])[C@H:4]([CH2:16][C:17]1[CH:22]=[CH:21][CH:20]=[CH:19][CH:18]=1)[NH:5]C(C1C(C)=CC=CC=1Cl)=O.O[C:25]1C=C(CC(O)=O)C=CC=1>>[CH3:25][C:21]1[CH:22]=[C:17]([CH:18]=[CH:19][CH:20]=1)[CH2:16][C@@H:4]([C:3]([OH:2])=[O:23])[NH2:5]. Reported procedure: N-[1-(2-Chloro-6-methylphenyl)carbonyl]-4-[[2-(3-hydroxphenyl))-1-oxoethyl]amino]-3-methyl-L-phenylalanine was prepared using the general procedure described in example 120 from 4-amino-3-methyl-N-[[(2-chloro-6-methylphenyl)carbonyl]-L-phenylalanine methyl ester (79.5 mg) and 2-(3-hydroxyphenyl)acetic acid (30 mg 0.2 mmol) to give 23 mg of a colorless glass. HR MS (C26H25N2O5Cl): Obs. Mass 481.1527. Calcd. Mass 481.1530 (M+H).